Dataset: the Open Reaction Database (ORD), a public repository of structured organic reaction records. Task: describe an organic reaction: reactants, conditions, products, and yield Reactants: C(C=C)OC([C@@H](NC(=O)OC(C)(C)C)CC1=CC=C(C=C1)OC(=O)OC1=CC=C(C=C1)[N+](=O)[O-])=O (Allyl-N-(tert-butoxycarbonyl)-O-[(4-nitrophenoxy)carbonyl]-L-tyrosinate), C(C)(C)(C)OC(=O)NC[C@H](N)C(=O)O (3-[(tert-Butoxycarbonyl)amino]-L-alanine). Run in ClC(C)Cl (dichloroethane). Reaction conditions: temperature 85 celsius. The product is C(C=C)OC([C@H](CC1=CC=C(OC(=O)N[C@@H](CNC(=O)OC(C)(C)C)C(=O)O)C=C1)NC(=O)OC(C)(C)C)=O (N-[(4-{(2S)-3-(Allyloxy)-2-[(tert-butoxycarbonyl)amino]-3-oxopropyl}phenoxy)carbonyl]-3-[(tert-butoxycarbonyl)amino]-L-alanine). As a reaction SMILES: [CH2:1]([O:4][C:5](=[O:35])[C@H:6]([CH2:15][C:16]1[CH:21]=[CH:20][C:19]([O:22][C:23](OC2C=CC([N+]([O-])=O)=CC=2)=[O:24])=[CH:18][CH:17]=1)[NH:7][C:8]([O:10][C:11]([CH3:14])([CH3:13])[CH3:12])=[O:9])[CH:2]=[CH2:3].[C:36]([O:40][C:41]([NH:43][CH2:44][C@@H:45]([C:47]([OH:49])=[O:48])[NH2:46])=[O:42])([CH3:39])([CH3:38])[CH3:37]>ClC(Cl)C>[CH2:1]([O:4][C:5](=[O:35])[C@@H:6]([NH:7][C:8]([O:10][C:11]([CH3:14])([CH3:13])[CH3:12])=[O:9])[CH2:15][C:16]1[CH:21]=[CH:20][C:19]([O:22][C:23]([NH:46][C@H:45]([C:47]([OH:49])=[O:48])[CH2:44][NH:43][C:41]([O:40][C:36]([CH3:39])([CH3:37])[CH3:38])=[O:42])=[O:24])=[CH:18][CH:17]=1)[CH:2]=[CH2:3]. Procedure details: 2.45 g (5.0 mmol) of the compound from example 1A was dissolved in 40 ml dichloroethane. 1.03 g, (5.0 mmol) 3-[(tert-Butoxycarbonyl)amino]-L-alanine was added. The reaction mixture was heated to 85° C. for 2 h. The solvent was removed under reduced pressure. The raw product was dissolved in dichloromethane and chromatographed over approx. 150 ml silica gel. Solvents used were dicloromethane/methanol 20/1 to dichloromethane/methanol 1/1. The product-containing fractions were combined and concentr... Reactants: ClC1=C2C(=NC=C1N)NC=C2 (4-chloro-1H-pyrrolo[2,3-b]pyridin-5-amine), FC1=C(C=NC=C1C#N)C1=CC(=C(C=C1)OCCOC)OC (4-fluoro-5-[3-methoxy-4-(2-methoxyethoxy)phenyl]nicotinonitrile). Run in CS(=O)C (DMSO). Reaction conditions: temperature 100 celsius. Yields the product ClC1=C2C(=NC=C1NC1=C(C=NC=C1C#N)C1=CC(=C(C=C1)OC)OC)NC=C2 (4-[(4-chloro-1H-pyrrolo[2,3-b]pyridin-5-yl)amino]-5-(3,4-dimethoxyphenyl)nicotinonitrile). The yield is 24.6%. Reaction SMILES: [Cl:1][C:2]1[C:7]([NH2:8])=[CH:6][N:5]=[C:4]2[NH:9][CH:10]=[CH:11][C:3]=12.F[C:13]1[C:18]([C:19]#[N:20])=[CH:17][N:16]=[CH:15][C:14]=1[C:21]1[CH:26]=[CH:25][C:24]([O:27][CH2:28]COC)=[C:23]([O:32][CH3:33])[CH:22]=1>CS(C)=O>[Cl:1][C:2]1[C:7]([NH:8][C:13]2[C:18]([C:19]#[N:20])=[CH:17][N:16]=[CH:15][C:14]=2[C:21]2[CH:26]=[CH:25][C:24]([O:27][CH3:28])=[C:23]([O:32][CH3:33])[CH:22]=2)=[CH:6][N:5]=[C:4]2[NH:9][CH:10]=[CH:11][C:3]=12. Procedure: A mixture of 4-chloro-1H-pyrrolo[2,3-b]pyridin-5-amine (see e.g., Tetrahedron Lett., 45(11), 2317-2319 (2004)) (0.30 mmol, 51 mg) and 4-fluoro-5-[3-methoxy-4-(2-methoxyethoxy)phenyl]nicotinonitrile (0.23 mmol, 60 mg) in 2 mL DMSO was heated to 100° C. overnight. The product was purified by a preparative HPLC followed by silica gel chromatography (CH2Cl2/MeOH) to give 4-[(4-chloro-1H-pyrrolo[2,3-b]pyridin-5-yl)amino]-5-(3,4-dimethoxyphenyl)nicotinonitrile (23 mg). HPLC retention time: 7.9 min.(g)...